Dataset: the Open Reaction Database (ORD), a public repository of structured organic reaction records. Task: describe an organic reaction: reactants, conditions, products, and yield Starting materials: C(C=C)(=O)OC(C)(C)C (tert-Butyl acrylate), C(C)(C)N(CC)C(C)C (diisopropylethylamine), CC1=C(C=CC=C1)P(C2=C(C=CC=C2)C)C3=C(C=CC=C3)C (P(o-tolyl)3), BrC=1C=C2C(=NC1)NC=C2 (5-bromo-1H-pyrrolo[2,3-b]pyridine). Reagents/catalysts: C(C)(=O)[O-].[Pd+2].C(C)(=O)[O-] (palladium acetate). Run in C(CC)#N (propionitrile), CN(C=O)C (dimethylformamide). The product is C(C)(C)(C)OC(C=C)=O.N1C=CC=2C1=NC=C(C2)/C=C/C(=O)OC(C)(C)C ((E)-tert-Butyl 3-(1H-pyrrolo[2,3-b]pyridin-5-yl)acrylate t-butyl acrylate), solid. Yield: 28.0%. As a reaction SMILES: [C:1]([O:5][C:6]([CH3:9])([CH3:8])[CH3:7])(=[O:4])[CH:2]=[CH2:3].C(N(C(C)C)CC)(C)C.CC1C=CC=CC=1P(C1C=CC=CC=1C)C1C=CC=CC=1C.Br[C:42]1[CH:43]=[C:44]2[CH:50]=[CH:49][NH:48][C:45]2=[N:46][CH:47]=1>C(#N)CC.CN(C)C=O.C([O-])(=O)C.[Pd+2].C([O-])(=O)C>[C:6]([O:5][C:1](=[O:4])[CH:2]=[CH2:3])([CH3:9])([CH3:8])[CH3:7].[NH:48]1[C:45]2=[N:46][CH:47]=[C:42](/[CH:3]=[CH:2]/[C:1]([O:5][C:6]([CH3:9])([CH3:8])[CH3:7])=[O:4])[CH:43]=[C:44]2[CH:50]=[CH:49]1 |f:6.7.8,9.10|. Reported procedure: tert-Butyl acrylate (5.9 mL, 40.6 mmol), diisopropylethylamine (3.5 mL, 20.3 mmol) and P(o-tolyl)3 (618 mg, 2.0 mmol) were successively added to a suspension of 5-bromo-1H-pyrrolo[2,3-b]pyridine (2.0 g, 10.15 mmol) in propionitrile (40 mL) and dimethylformamide (10 mL). The resulting mixture was purged with argon prior to the addition of palladium acetate (227 mg, 1.0 mmol). The mixture was then purged with argon a second time and refluxed overnight. The reaction mixture was filtered on Celite®.... Starting materials: CN(CCCl)C (2-dimethylaminoethyl chloride), C(C)(=O)O[C@@H]1C(NC=CS[C@@H]1C1=CC=C(C=C1)OC)=O (rac.-cis-6-(acetyloxy)-6,7-dihydro-7-(4-methoxyphenyl)-1, 4-thiazepin-5(4H)-one), C([O-])([O-])=O.[K+].[K+] (potassium carbonate), CN(CCCl)C (2-dimethylaminoethyl chloride). Run in C(C)(=O)OCC (ethyl acetate), O (water). Product: Cl.C(C)(=O)O[C@@H]1C(N(C(=CS[C@@H]1C1=CC=C(C=C1)OC)C1=CC=CC=C1)CCN(C)C)=O (rac.-cis-6-(acetyloxy)-6,7-dihydro-7-(4-methoxyphenyl)-4 -[2-(dimethylamino)ethyl]-3-phenyl-1,4-thiazepin-5(4H)-one hydrochloride). Isolated yield 167.7%. RXN SMILES: [C:1]([O:4][C@H:5]1[C@@H:11]([C:12]2[CH:17]=[CH:16][C:15]([O:18][CH3:19])=[CH:14][CH:13]=2)[S:10][CH:9]=[CH:8][NH:7][C:6]1=[O:20])(=[O:3])[CH3:2].C(=O)([O-])[O-].[K+].[K+].[CH3:27][N:28]([CH3:32])[CH2:29][CH2:30][Cl:31]>C(OCC)(=O)C.O>[ClH:31].[C:1]([O:4][C@H:5]1[C@@H:11]([C:12]2[CH:17]=[CH:16][C:15]([O:18][CH3:19])=[CH:14][CH:13]=2)[S:10][CH:9]=[C:8]([C:12]2[CH:17]=[CH:16][CH:15]=[CH:14][CH:13]=2)[N:7]([CH2:30][CH2:29][N:28]([CH3:32])[CH3:27])[C:6]1=[O:20])(=[O:3])[CH3:2] |f:1.2.3,7.8|. Reported procedure: A mixture of 3.9 g (0.01 mol) of rac.-cis-6-(acetyloxy)-6,7-dihydro-7-(4-methoxyphenyl)-1, 4-thiazepin-5(4H)-one, 1.5 g of powdered potassium carbonate and 1.3 g (0.011 mol) of 2-dimethylaminoethyl chloride in 100 mL of ethyl acetate was stirred and heated at reflux for 2 hrs, then twice an additional 0.5 g of 2-dimethylaminoethyl chloride was added at 2 hr intervals. The mixture was heated at reflux for a total of 12 hrs, cooled to room temperature and diluted with water. The organic solution w... The reactants are C(C1=CC=CC=C1)OC1=C(C=C(C(=C1)OCCCCN)CC)C1=CC=C(C=C1)F (1-benzyloxy-2-(4-fluorophenyl)-4-ethyl-5-[(4-aminobutyl)oxy]-benzene), [H][H] (hydrogen). The reagents and catalysts are [Pd] (palladium on carbon). The solvent is C(C)O (ethanol). Reaction conditions: time 3.5 hour. The product is C(C)C1=CC(=C(C=C1OCCCCN)O)C1=CC=C(C=C1)F (4-ethyl-2-(4-fluorophenyl)-5-[(4-aminobutyl)oxy]phenol). The yield is 90.8%. As a reaction SMILES: C([O:8][C:9]1[CH:14]=[C:13]([O:15][CH2:16][CH2:17][CH2:18][CH2:19][NH2:20])[C:12]([CH2:21][CH3:22])=[CH:11][C:10]=1[C:23]1[CH:28]=[CH:27][C:26]([F:29])=[CH:25][CH:24]=1)C1C=CC=CC=1.[H][H]>[Pd].C(O)C>[CH2:21]([C:12]1[C:13]([O:15][CH2:16][CH2:17][CH2:18][CH2:19][NH2:20])=[CH:14][C:9]([OH:8])=[C:10]([C:23]2[CH:28]=[CH:27][C:26]([F:29])=[CH:25][CH:24]=2)[CH:11]=1)[CH3:22]. Reported procedure: A flask was charged with 10% palladium on carbon (200 mg), ethanol (20 mL), and 1-benzyloxy-2-(4-fluorophenyl)-4-ethyl-5-[(4-aminobutyl)oxy]-benzene (500 mg). The flask was fitted with a balloon and pressurized with hydrogen to fully inflate the balloon. The reaction was stirred 3.5 hours, filtered through Celite, and the filtrate concentrated under vacuum to afford 4-ethyl-2-(4-fluorophenyl)-5-[(4-aminobutyl)oxy]phenol as a white powder (350 mg). HPLC showed that ˜25% starting material remained... As a reaction SMILES: [C:1]([CH3:2])([CH3:3])([CH3:4])[O:5][C:6](=[O:7])[N:8]1[CH2:9][CH2:10][CH:11]([OH:14])[CH2:12][CH2:13]1.[Cl:58][CH2:59][Cl:60].[F:15][c:16]1[c:17]([OH:26])[c:18]([F:25])[cH:19][c:20]([N+:22](=[O:23])[O-:24])[cH:21]1.[O:46]=[C:47]([O:48][CH2:49][CH3:50])[N:51]=[N:52][C:53]([O:54][CH2:55][CH3:56])=[O:57].[c:27]1([P:28]([c:29]2[cH:30][cH:31][cH:32][cH:33][cH:34]2)[c:35]2[cH:36][cH:37][cH:38][cH:39][cH:40]2)[cH:41][cH:42][cH:43][cH:44][cH:45]1>>[C:1]([CH3:2])([CH3:3])([CH3:4])[O:5][C:6](=[O:7])[N:8]1[CH2:9][CH2:10][CH:11]([O:14][c:17]2[c:16]([F:15])[cH:21][c:20]([N+:22](=[O:23])[O-:24])[cH:19][c:18]2[F:25])[CH2:12][CH2:13]1. Starting materials: CC(C)(C)OC(=O)N1CCC(O)CC1, ClCCl, O=[N+]([O-])c1cc(F)c(O)c(F)c1, CCOC(=O)N=NC(=O)OCC, c1ccc(P(c2ccccc2)c2ccccc2)cc1. The product is CC(C)(C)OC(=O)N1CCC(Oc2c(F)cc([N+](=O)[O-])cc2F)CC1. Starting materials: FC1=CC=C(C=C1)[N+](=O)[O-] (1-fluoro-4-nitrobenzene), C([O-])([O-])=O.[K+].[K+] (potassium carbonate), O (H2O), ClC1=C(C=CC(=C1)Cl)O (2,4-dichlorophenol). Solvent: CN(C)C=O (DMF). Run at temperature 80 celsius. The product is ClC1=C(OC2=CC=C(C=C2)[N+](=O)[O-])C=CC(=C1)Cl (4-(2,4-dichloro-phenoxy)-1-nitrobenzene). RXN SMILES: F[C:2]1[CH:7]=[CH:6][C:5]([N+:8]([O-:10])=[O:9])=[CH:4][CH:3]=1.C(=O)([O-])[O-].[K+].[K+].[Cl:17][C:18]1[CH:23]=[C:22]([Cl:24])[CH:21]=[CH:20][C:19]=1[OH:25].O>CN(C=O)C>[Cl:17][C:18]1[CH:23]=[C:22]([Cl:24])[CH:21]=[CH:20][C:19]=1[O:25][C:2]1[CH:7]=[CH:6][C:5]([N+:8]([O-:10])=[O:9])=[CH:4][CH:3]=1 |f:1.2.3|. Reported procedure: To a stirred solution of 1-fluoro-4-nitrobenzene (10 mmol) in DMF (20 mL) at rt, solid potassium carbonate (30 mmol) was added followed by addition of 2,4-dichlorophenol (10 mmol) to the reaction mixture and heating to 80° C. until the reaction was complete as indicated by TLC or HPLC. After cooling to rt, the reaction mixture was poured into H2O (100 ml), extracted with EtOAc (2×50 mL), washed with H2O (2×50 ml) and brine (50 ml), and dried over sodium sulfate. The solvent was removed in vacuuo... Starting materials: C(=O)(Cl)Cl (phosgene), BrC1=CC(=C(CN)C=C1)F (4-bromo-2-fluorobenzylamine), C(=O)(Cl)Cl (phosgene). Run in ClC1=CC=CC=C1 (Chlorobenzene), ClC1=CC=CC=C1 (chlorobenzene). Reaction conditions: time 2 hour. The product is BrC1=CC(=C(CN=C=O)C=C1)F (4-bromo-2-fluorobenzyl isocyanate). The yield is 69.1%. Reaction SMILES: [C:1](Cl)(Cl)=[O:2].[Br:5][C:6]1[CH:13]=[CH:12][C:9]([CH2:10][NH2:11])=[C:8]([F:14])[CH:7]=1>ClC1C=CC=CC=1>[Br:5][C:6]1[CH:13]=[CH:12][C:9]([CH2:10][N:11]=[C:1]=[O:2])=[C:8]([F:14])[CH:7]=1. Reported procedure: Chlorobenzene (30 ml) is introduced into the reaction vessel at 60° C. and saturated with phosgene. A solution of 4-bromo-2-fluorobenzylamine (20.4 g, 0.10 mol) in chlorobenzene (40 ml) is added dropwise at 60° C. over 3 hours. At the same time, phosgene is passed in. Stirring of the batch is continued for 2 hours at 60° C., and the mixture is subsequently refluxed to remove the gases phosgene and hydrogen chloride. The batch is worked up by distillation. 15.9 g of 4-bromo-2-fluorobenzyl isocyan...